From a dataset of the Open Reaction Database (ORD), a public repository of structured organic reaction records. describe an organic reaction: reactants, conditions, products, and yield Reactants: ClC1=C(C=CC=C1)C1CC(CC(C1)=O)=O (5-(2-chlorophenyl)cyclohexane-1,3-dione), P(Cl)(Cl)Cl (phosphorus trichloride), P(Cl)(Cl)Cl (phosphorus trichloride). Run in C(Cl)(Cl)Cl (chloroform). Reaction conditions: temperature 100 celsius, time 2.5 hour. The product is ClC1=CC(CC(C1)C1=C(C=CC=C1)Cl)=O (3-chloro-5-(2-chlorophenyl)-2-cyclohexen-1-one). RXN SMILES: [Cl:1][C:2]1[CH:7]=[CH:6][CH:5]=[CH:4][C:3]=1[CH:8]1[CH2:13][C:12](=O)[CH2:11][C:10](=[O:15])[CH2:9]1.P(Cl)(Cl)[Cl:17]>C(Cl)(Cl)Cl>[Cl:17][C:12]1[CH2:13][CH:8]([C:3]2[CH:4]=[CH:5][CH:6]=[CH:7][C:2]=2[Cl:1])[CH2:9][C:10](=[O:15])[CH:11]=1. Reported procedure: To a solution of 5-(2-chlorophenyl)cyclohexane-1,3-dione (3.0 g) in chloroform(10 ml) was added phosphorus trichloride (0.62 g), and the mixture was stirred at 100° C. for 2.5 hours. To the mixture was added phosphorus trichloride (0.62 g), and the mixture was stirred at 100° C. for 2 hours. The reaction solution was concentrated under reduced pressure, and to the residue was added ice-water. The mixture was extracted with ethyl acetate, and the organic layer was washed with water and saturated ... Reactants: C(C)(=O)O[BH-](OC(C)=O)OC(C)=O.[Na+] (sodium triacetoxyborohydride), BrC=1C=CC(=NC1)C=O (5-bromo-2-formylpyridine), N1CCCC1 (pyrrolidine). Solvent: ClCCl (dichloromethane), ClCCCl (1,2-dichloroethane). Reaction conditions: time 1 hour. The product is BrC=1C=CC(=NC1)CN1CCCC1 (5-bromo-2-pyrrolidin-1-ylmethylpyridine). Reaction SMILES: [Br:1][C:2]1[CH:3]=[CH:4][C:5]([CH:8]=O)=[N:6][CH:7]=1.C(O[BH-](OC(=O)C)OC(=O)C)(=O)C.[Na+].[NH:24]1[CH2:28][CH2:27][CH2:26][CH2:25]1>ClCCCl.ClCCl>[Br:1][C:2]1[CH:3]=[CH:4][C:5]([CH2:8][N:24]2[CH2:28][CH2:27][CH2:26][CH2:25]2)=[N:6][CH:7]=1 |f:1.2|. Procedure details: To a solution of 2 g of 5-bromo-2-formylpyridine in 20 mL of 1,2-dichloroethane are successively added, under argon, 4.55 g of sodium triacetoxyborohydride and 0.94 mL of pyrrolidine. The reaction mixture is stirred at room temperature for 1 hour and then diluted with dichloromethane and the organic phase is washed with saturated sodium hydrogen carbonate solution, with water and with saturated sodium chloride solution, dried over magnesium sulphate, filtered and concentrated under reduced press... The reactants are NC1=C(N=C(S1)C1=CC=C(C=C1)C(C)(C)O)C(=O)N (5-amino-2-[4-(1-hydroxy-1-methylethyl)phenyl]-1,3-thiazole-4-carboxamide), BrC1=CC=CC(=N1)CN1CCOCC1 (4-[(6-Bromopyridin-2-yl)methyl]morpholine), CC(C)C1=CC(=C(C(=C1)C(C)C)C2=C(C=CC=C2)P(C3CCCCC3)C4CCCCC4)C(C)C (X-PHOS), C([O-])([O-])=O.[K+].[K+] (potassium carbonate). The reagents and catalysts are C=1C=CC(=CC1)/C=C/C(=O)/C=C/C2=CC=CC=C2.C=1C=CC(=CC1)/C=C/C(=O)/C=C/C2=CC=CC=C2.C=1C=CC(=CC1)/C=C/C(=O)/C=C/C2=CC=CC=C2.[Pd].[Pd] (Pd2(dba)3). The solvent is C(C)(=O)OCC (ethyl acetate). The product is OC(C)(C)C1=CC=C(C=C1)C=1SC(=C(N1)C(=O)N)NC1=NC(=CC=C1)CN1CCOCC1 (2-[4-(1-Hydroxy-1-methylethyl)phenyl]-5-{[6-(morpholin-4-ylmethyl)pyridin-2-yl]amino}-1,3-thiazole-4-carboxamide). Reaction SMILES: [NH2:1][C:2]1[S:6][C:5]([C:7]2[CH:12]=[CH:11][C:10]([C:13]([OH:16])([CH3:15])[CH3:14])=[CH:9][CH:8]=2)=[N:4][C:3]=1[C:17]([NH2:19])=[O:18].CC(C1C=C(C(C)C)C(C2C=CC=CC=2P(C2CCCCC2)C2CCCCC2)=C(C(C)C)C=1)C.C(=O)([O-])[O-].[K+].[K+].Br[C:61]1[N:66]=[C:65]([CH2:67][N:68]2[CH2:73][CH2:72][O:71][CH2:70][CH2:69]2)[CH:64]=[CH:63][CH:62]=1>C(OCC)(=O)C.C1C=CC(/C=C/C(/C=C/C2C=CC=CC=2)=O)=CC=1.C1C=CC(/C=C/C(/C=C/C2C=CC=CC=2)=O)=CC=1.C1C=CC(/C=C/C(/C=C/C2C=CC=CC=2)=O)=CC=1.[Pd].[Pd]>[OH:16][C:13]([C:10]1[CH:9]=[CH:8][C:7]([C:5]2[S:6][C:2]([NH:1][C:61]3[CH:62]=[CH:63][CH:64]=[C:65]([CH2:67][N:68]4[CH2:73][CH2:72][O:71][CH2:70][CH2:69]4)[N:66]=3)=[C:3]([C:17]([NH2:19])=[O:18])[N:4]=2)=[CH:12][CH:11]=1)([CH3:15])[CH3:14] |f:2.3.4,7.8.9.10.11|. Procedure details: A sealed tube was charged with a stir bar, 5-amino-2-[4-(1-hydroxy-1-methylethyl)phenyl]-1,3-thiazole-4-carboxamide (150 mg, 0.54 mmol), Pd2(dba)3 (30 mg, 0.023 mmol), X-PHOS (77 mg, 0.16 mmol), and potassium carbonate (82 mg, 0.60 mmol). The tube was evacuated, and backfilled with argon three times. A second vial was charged with 4-[(6-bromopyridin-2-yl)methyl]morpholine (Example 2, Step 1) (139 mg, 0.54 mmol) and evacuated and backfilled with argon three times. Fully degassed tert-amyl alcohol...